Dataset: the Open Reaction Database (ORD), a public repository of structured organic reaction records. Task: describe an organic reaction: reactants, conditions, products, and yield Starting materials: SC=1SC2=C(N1)C=CC=C2 (2-mercapto-benzthiazole), C(C)N(C1=CC(=CC=C1)C)CCCl (N-ethyl-N-(β-chloroethyl)-m-toluidine), 10.15, [Na] (sodium), C(C)O (ethanol). The solvent is O (water). Yields the product C(C)N(C1=CC(=CC=C1)C)CCSC=1SC2=C(N1)C=CC=C2 (N-ethyl-N-(β-benzthiazolylmercaptoethyl)-m-toluidine). As a reaction SMILES: [SH:1][C:2]1[S:3][C:4]2[CH:10]=[CH:9][CH:8]=[CH:7][C:5]=2[N:6]=1.[CH2:11]([N:13]([CH2:21][CH2:22]Cl)[C:14]1[CH:19]=[CH:18][CH:17]=[C:16]([CH3:20])[CH:15]=1)[CH3:12].[Na].C(O)C>O>[CH2:21]([N:13]([CH2:11][CH2:12][S:1][C:2]1[S:3][C:4]2[CH:10]=[CH:9][CH:8]=[CH:7][C:5]=2[N:6]=1)[C:14]1[CH:19]=[CH:18][CH:17]=[C:16]([CH3:20])[CH:15]=1)[CH3:22] |^1:23|. Procedure: 73.5 Parts of 2-mercapto-benzthiazole and 79.0 parts of N-ethyl-N-(β-chloroethyl)-m-toluidine are successively added to a solution of 10.15 parts of sodium in 200 parts of absolute ethanol and the mixture is heated to the refluxing temperature for 6 hours. After cooling, the mixture is poured into 1,000 parts of water, the pH is adjusted to 9-10 and the oil which has separated out is taken up in chloroform. The chloroform solution is washed with water in the usual manner, dried over calcium chlo... Reactants: C(C)(C)(C)OC(NC=1SC(=C(N1)C)C1=CC(=NC=C1)C1(CCC1)C#N)=O ({5-[2-(1-cyano-cyclobutyl)-pyridin-4-yl]-4-methyl-thiazol-2-yl}-carbamic acid tert-butyl ester), S(O)(O)(=O)=O (sulfuric acid). Conditions: temperature 0 celsius, time 40 minute. The product is NC=1SC(=C(N1)C)C1=CC(=NC=C1)C1(CCC1)C(=O)N (1-[4-(2-Amino-4-methyl-thiazol-5-yl)-pyridin-2-yl]-cyclobutanecarboxylic acid amide). Reaction SMILES: C(OC(=O)[NH:7][C:8]1[S:9][C:10]([C:14]2[CH:19]=[CH:18][N:17]=[C:16]([C:20]3([C:24]#[N:25])[CH2:23][CH2:22][CH2:21]3)[CH:15]=2)=[C:11]([CH3:13])[N:12]=1)(C)(C)C.S(=O)(=O)(O)[OH:28]>>[NH2:7][C:8]1[S:9][C:10]([C:14]2[CH:19]=[CH:18][N:17]=[C:16]([C:20]3([C:24]([NH2:25])=[O:28])[CH2:23][CH2:22][CH2:21]3)[CH:15]=2)=[C:11]([CH3:13])[N:12]=1. Procedure: A mixture of {5-[2-(1-cyano-cyclobutyl)-pyridin-4-yl]-4-methyl-thiazol-2-yl}-carbamic acid tert-butyl ester (Step 19.2) (640 mg, 1.73 mmol) and concentrated sulfuric acid is stirred for 40 min at 0° C., allowed to warm to rt, stirred for 1 h, quenched by addition of a saturated solution of NaHCO3 (50 mL) and extracted with DCM (3×75 mL). The organic phase is washed with a saturated solution of NaHCO3 (2×50 mL), dried (Na2SO4), filtered and concentrated. The residue is purified by silica gel colu... Reactants: C(CCC)C1=NC=2C(=NC(=C(C2)NC(=O)N(C)C)C)N1CC1=CC(=C(C=C1)OC(C1=CC=CC=C1)C(=O)OCC)OC (2-n-butyl-3-[4-[(α-ethoxycarbonyl)benzyloxy]-3-methoxybenzyl]-5-methyl-6-dimethylaminocarbonylamino-imidazo[4,5-b]pyridine), [OH-].[Na+] (sodium hydroxide). The solvent is C(C)O (ethanol). Yields the product C(CCC)C1=NC=2C(=NC(=C(C2)NC(=O)N(C)C)C)N1CC1=CC(=C(C=C1)OC(C1=CC=CC=C1)C(=O)O)OC (2-n-Butyl-3-[4-[(α-carboxy)benzyloxy]-3-methoxybenzyl]-5-methyl-6-dimethylaminocarbonylamino-imidazo[4,5-b]-pyridine). Reaction SMILES: [CH2:1]([C:5]1[N:20]([CH2:21][C:22]2[CH:27]=[CH:26][C:25]([O:28][CH:29]([C:36]([O:38]CC)=[O:37])[C:30]3[CH:35]=[CH:34][CH:33]=[CH:32][CH:31]=3)=[C:24]([O:41][CH3:42])[CH:23]=2)[C:8]2=[N:9][C:10]([CH3:19])=[C:11]([NH:13][C:14]([N:16]([CH3:18])[CH3:17])=[O:15])[CH:12]=[C:7]2[N:6]=1)[CH2:2][CH2:3][CH3:4].[OH-].[Na+]>C(O)C>[CH2:1]([C:5]1[N:20]([CH2:21][C:22]2[CH:27]=[CH:26][C:25]([O:28][CH:29]([C:36]([OH:38])=[O:37])[C:30]3[CH:31]=[CH:32][CH:33]=[CH:34][CH:35]=3)=[C:24]([O:41][CH3:42])[CH:23]=2)[C:8]2=[N:9][C:10]([CH3:19])=[C:11]([NH:13][C:14]([N:16]([CH3:17])[CH3:18])=[O:15])[CH:12]=[C:7]2[N:6]=1)[CH2:2][CH2:3][CH3:4] |f:1.2|. Reported procedure: Prepared analogously to Example 1b from 2-n-butyl-3-[4-[(α-ethoxycarbonyl)benzyloxy]-3-methoxybenzyl]-5-methyl-6-dimethylaminocarbonylamino-imidazo[4,5-b]pyridine and 2N sodium hydroxide solution in ethanol. The reactants are CCOC(=O)Cl, CCOC(C)=O, ClC(Cl)Cl, CN(C)CCC(c1ccc(Cl)c(Cl)c1)n1ncnn1, [K+], [Na+], O=C([O-])O, [OH-], O. The product is CNCCC(c1ccc(Cl)c(Cl)c1)n1ncnn1. Reaction SMILES: [CH2:20]([O:21][C:22]([Cl:23])=[O:24])[CH3:25].[CH3:38][CH2:39][O:40][C:41](=[O:42])[CH3:43].[CH:33]([Cl:34])([Cl:35])[Cl:36].[Cl:1][c:2]1[cH:3][c:4]([CH:9]([CH2:10][CH2:11][N:12]([CH3:13])[CH3:14])[n:15]2[n:16][cH:17][n:18][n:19]2)[cH:5][cH:6][c:7]1[Cl:8].[K+:32].[Na+:30].[O-:26][C:27]([OH:28])=[O:29].[OH-:31].[OH2:37]>>[Cl:1][c:2]1[cH:3][c:4]([CH:9]([CH2:10][CH2:11][NH:12][CH3:13])[n:15]2[n:16][cH:17][n:18][n:19]2)[cH:5][cH:6][c:7]1[Cl:8]. The reactants are CNC(=O)NC, C1COCCO1, O=C=Nc1ccccc1. Product: CNC(=O)N(C)C(=O)Nc1ccccc1. Reaction SMILES: [CH3:1][NH:2][C:3](=[O:4])[NH:5][CH3:6].[O:16]1[CH2:17][CH2:18][O:19][CH2:20][CH2:21]1.[c:7]1([N:13]=[C:14]=[O:15])[cH:8][cH:9][cH:10][cH:11][cH:12]1>>[CH3:1][NH:2][C:3](=[O:4])[N:5]([CH3:6])[C:14]([NH:13][c:7]1[cH:8][cH:9][cH:10][cH:11][cH:12]1)=[O:15]. Reported procedure: Benzyl (S)-3-(1-t-butoxyformamido)succinamate was deprotected using trifluoroacetic acid and then coupled with DL-N-(t-butoxycarbonyl)-2-methyl-β-alanine to yield t-Butyl [(RS)-2-[[(S)-2-[(benzyloxy)carbonyl]-1-carbamoylethyl]-carbamoyl]propyl]carbamate, m.p. 135°-136° C. Reaction SMILES: C(O[C:6]([NH:8][C@H:9]([C:21]([NH2:23])=[O:22])[CH2:10][C:11]([O:13][CH2:14][C:15]1[CH:20]=[CH:19][CH:18]=[CH:17][CH:16]=1)=[O:12])=[O:7])(C)(C)C.FC(F)(F)C(O)=O.[C:31]([O:35][C:36]([NH:38][CH2:39][CH:40](C)[C:41](O)=O)=[O:37])([CH3:34])([CH3:33])[CH3:32]>>[CH2:14]([O:13][C:11]([CH2:10][C@H:9]([NH:8][C:6]([CH:40]([CH3:41])[CH2:39][NH:38][C:36](=[O:37])[O:35][C:31]([CH3:34])([CH3:33])[CH3:32])=[O:7])[C:21](=[O:22])[NH2:23])=[O:12])[C:15]1[CH:16]=[CH:17][CH:18]=[CH:19][CH:20]=1. Product: C(C1=CC=CC=C1)OC(=O)C[C@@H](C(N)=O)NC(=O)C(CNC(OC(C)(C)C)=O)C (t-Butyl [(RS)-2-[[(S)-2-[(benzyloxy)carbonyl]-1-carbamoylethyl]-carbamoyl]propyl]carbamate). Reactants: C(C)(C)(C)OC(=O)N[C@@H](CC(=O)OCC1=CC=CC=C1)C(=O)N (Benzyl (S)-3-(1-t-butoxyformamido)succinamate), FC(C(=O)O)(F)F (trifluoroacetic acid), C(C)(C)(C)OC(=O)NCC(C(=O)O)C (N-(t-butoxycarbonyl)-2-methyl-β-alanine). The reactants are Cl.COC1=CC=C(C=C1)CC(CN)=O (3-(4-methoxyphenyl)-2-oxo-1-aminopropane, hydrochloride), [S-]C#N.[K+] (potassium thiocyanate), solid. The solvent is O (water), C(C)(=O)O (acetic acid). Yields the product COC1=CC=C(CC=2N=C(NC2)S)C=C1 (4-Methoxybenzyl-2-mercaptoimidazole). As a reaction SMILES: Cl.[CH3:2][O:3][C:4]1[CH:9]=[CH:8][C:7]([CH2:10][C:11](=O)[CH2:12][NH2:13])=[CH:6][CH:5]=1.[S-:15][C:16]#[N:17].[K+]>C(O)(=O)C.O>[CH3:2][O:3][C:4]1[CH:9]=[CH:8][C:7]([CH2:10][C:11]2[N:17]=[C:16]([SH:15])[NH:13][CH:12]=2)=[CH:6][CH:5]=1 |f:0.1,2.3|. Procedure details: A solution of 3-(4-methoxyphenyl)-2-oxo-1-aminopropane, hydrochloride (3.0 g, 14 mmole) and potassium thiocyanate (1.36 g, 14 mmole) in acetic acid (60 ml) was heated under reflux for 15 minutes. The reaction was cooled, diluted with water and the product was filtered and recrystallized from ethyl alcohol and dried to give the product was a solid (1.6 g, 52%). Reactants: CCOC(C)=O, O=C(Cl)OCc1ccc([N+](=O)[O-])cc1, C[SiH](C)OC1(CSCC(O)CN=[N+]=[N-])CC(C(C)(C)C)CN1C(=O)OCc1ccc([N+](=O)[O-])cc1, N, [Na+], C1CCOC1, [OH-], O, c1ccc(P(c2ccccc2)c2ccccc2)cc1, c1ccncc1. The product is C[SiH](C)OC1(CSCC(O)CNC(=O)OCc2ccc([N+](=O)[O-])cc2)CC(C(C)(C)C)CN1C(=O)OCc1ccc([N+](=O)[O-])cc1. RXN SMILES: [CH3:78][CH2:79][O:80][C:81](=[O:82])[CH3:83].[N+:56](=[O:57])([O-:58])[c:59]1[cH:60][cH:61][c:62]([CH2:63][O:64][C:65](=[O:66])[Cl:67])[cH:68][cH:69]1.[N:1](=[N+:2]=[N-:3])[CH2:4][CH:5]([CH2:6][S:7][CH2:8][C:9]1([O:31][SiH:32]([CH3:33])[CH3:34])[N:10]([C:18](=[O:19])[O:20][CH2:21][c:22]2[cH:23][cH:24][c:25]([N+:28](=[O:29])[O-:30])[cH:26][cH:27]2)[CH2:11][CH:12]([C:14]([CH3:15])([CH3:16])[CH3:17])[CH2:13]1)[OH:35].[NH3:55].[Na+:71].[O:85]1[CH2:86][CH2:87][CH2:88][CH2:89]1.[OH-:70].[OH2:84].[c:36]1([P:37]([c:38]2[cH:39][cH:40][cH:41][cH:42][cH:43]2)[c:44]2[cH:45][cH:46][cH:47][cH:48][cH:49]2)[cH:50][cH:51][cH:52][cH:53][cH:54]1.[cH:72]1[cH:73][cH:74][n:75][cH:76][cH:77]1>>[NH:1]([CH2:4][CH:5]([CH2:6][S:7][CH2:8][C:9]1([O:31][SiH:32]([CH3:33])[CH3:34])[N:10]([C:18](=[O:19])[O:20][CH2:21][c:22]2[cH:23][cH:24][c:25]([N+:28](=[O:29])[O-:30])[cH:26][cH:27]2)[CH2:11][CH:12]([C:14]([CH3:15])([CH3:16])[CH3:17])[CH2:13]1)[OH:35])[C:65]([O:64][CH2:63][c:62]1[cH:61][cH:60][c:59]([N+:56](=[O:57])[O-:58])[cH:69][cH:68]1)=[O:66]. Reactants: CC(C)=O, CN(C)CC(O)COc1ccccc1CCCCc1ccccc1, Cl, O=C1CCC(=O)O1, C1COCCO1. The product is Cl, CN(C)CC(COc1ccccc1CCCCc1ccccc1)OC(=O)CCC(=O)O. RXN SMILES: [CH3:33][C:34](=[O:35])[CH3:36].[CH3:8][N:9]([CH2:10][CH:11]([CH2:12][O:13][c:14]1[c:15]([CH2:20][CH2:21][CH2:22][CH2:23][c:24]2[cH:25][cH:26][cH:27][cH:28][cH:29]2)[cH:16][cH:17][cH:18][cH:19]1)[OH:30])[CH3:31].[ClH:32].[O:1]=[C:2]1[CH2:3][CH2:4][C:5](=[O:6])[O:7]1.[O:37]1[CH2:38][CH2:39][O:40][CH2:41][CH2:42]1>>[ClH:32].[O:1]=[C:2]([CH2:3][CH2:4][C:5](=[O:6])[O:30][CH:11]([CH2:10][N:9]([CH3:8])[CH3:31])[CH2:12][O:13][c:14]1[c:15]([CH2:20][CH2:21][CH2:22][CH2:23][c:24]2[cH:25][cH:26][cH:27][cH:28][cH:29]2)[cH:16][cH:17][cH:18][cH:19]1)[OH:7]. Reactants: CCOc1ccc(CC(C(=O)OC)C(=O)OC)cc1CO, COc1ccc(N=C=O)cc1. Product: CCOc1ccc(CC(C(=O)OC)C(=O)OC)cc1COC(=O)Nc1ccc(OC)cc1. As a reaction SMILES: [CH2:1]([CH3:2])[O:3][c:4]1[c:5]([CH2:20][OH:21])[cH:6][c:7]([CH2:8][CH:9]([C:10](=[O:11])[O:12][CH3:13])[C:14](=[O:15])[O:16][CH3:17])[cH:18][cH:19]1.[CH3:22][O:23][c:24]1[cH:25][cH:26][c:27]([N:30]=[C:31]=[O:32])[cH:28][cH:29]1>>[CH2:1]([CH3:2])[O:3][c:4]1[c:5]([CH2:20][O:21][C:31]([NH:30][c:27]2[cH:26][cH:25][c:24]([O:23][CH3:22])[cH:29][cH:28]2)=[O:32])[cH:6][c:7]([CH2:8][CH:9]([C:10](=[O:11])[O:12][CH3:13])[C:14](=[O:15])[O:16][CH3:17])[cH:18][cH:19]1.